From a dataset of the Open Reaction Database (ORD), a public repository of structured organic reaction records. describe an organic reaction: reactants, conditions, products, and yield The reactants are CC1=C(C=CC=C1)C1CC(CC(C1)=O)=O (5-(2-methylphenyl)cyclohexane-1,3-dione), C(C)(=O)[O-].[NH4+] (ammonium acetate), CC(C#C)=O (3-butyn-2-one). Run in C(C)O (ethanol). Reaction conditions: time 15 minute. Product: CC1=NC=2CC(CC(C2C(=C1)C)=O)C1=C(C=CC=C1)C (2,4-dimethyl-7-(2-methylphenyl)-5,6,7,8-tetrahydroquinolin-5-one). The yield is 38.1%. Reaction SMILES: [CH3:1][C:2]1[CH:7]=[CH:6][CH:5]=[CH:4][C:3]=1[CH:8]1[CH2:13][C:12](=O)[CH2:11][C:10](=[O:15])[CH2:9]1.[C:16]([O-])(=O)[CH3:17].[NH4+:20].[CH3:21][C:22](=O)[C:23]#C>C(O)C>[CH3:21][C:22]1[CH:23]=[C:16]([CH3:17])[C:11]2[C:10](=[O:15])[CH2:9][CH:8]([C:3]3[CH:4]=[CH:5][CH:6]=[CH:7][C:2]=3[CH3:1])[CH2:13][C:12]=2[N:20]=1 |f:1.2|. Reported procedure: A mixture of 5-(2-methylphenyl)cyclohexane-1,3-dione (1.0 g) and ammonium acetate (0.42 g) in ethanol (20 ml) was stirred at room temperature for 15 minutes. To the mixture was added 3-butyn-2-one (0.54 g), and the mixture was refluxed for 16 hours. Under reduced pressure, the solvent was evaporated, and the residue was dissolved in ethyl acetate. The solution was washed with sodium hydrogen carbonate solution, water and saturated brine, dried with magnesium sulfate and concentrated under reduce... Starting materials: Clc1ncc(Br)cn1, O=C([O-])[O-], CCOC(CO)OCC, [Cs+], [Cs+], CN(C)C=O, O. Product: CCOC(COc1ncc(Br)cn1)OCC. As a reaction SMILES: [Br:21][c:22]1[cH:23][n:24][c:25]([Cl:28])[n:26][cH:27]1.[C:10](=[O:11])([O-:12])[O-:13].[CH2:1]([CH3:2])[O:3][CH:4]([CH2:5][OH:6])[O:7][CH2:8][CH3:9].[Cs+:14].[Cs+:15].[O:16]=[CH:17][N:18]([CH3:19])[CH3:20].[OH2:29]>>[CH2:1]([CH3:2])[O:3][CH:4]([CH2:5][O:6][c:25]1[n:24][cH:23][c:22]([Br:21])[cH:27][n:26]1)[O:7][CH2:8][CH3:9].